This data is from the Open Reaction Database (ORD), a public repository of structured organic reaction records. The task is: describe an organic reaction: reactants, conditions, products, and yield Starting materials: C1(=CC=CC=C1)C=1C(=CC=CC1)C=1C(=CC=CC1)C1=CC=CC=C1 (Quaterphenyl), [N+](=O)([O-])C1=CC=CC=C1 (nitrobenzene), [N+](=O)(O)[O-] (nitric acid). The solvent is C(C)(=O)O (acetic acid), C(C)(=O)O (acetic acid). Yields the product [N+](=O)([O-])C1=CC=C(C=C1)C=1C(=CC(=CC1)[N+](=O)[O-])C=1C(=CC=CC1)C1=CC=CC=C1 (4,4'-Dinitro-Quaterphenyl). RXN SMILES: [C:1]1([C:7]2[C:8]([C:13]3[C:14]([C:19]4[CH:24]=[CH:23][CH:22]=[CH:21][CH:20]=4)=[CH:15][CH:16]=[CH:17][CH:18]=3)=[CH:9][CH:10]=[CH:11][CH:12]=2)[CH:6]=[CH:5][CH:4]=[CH:3][CH:2]=1.[N+:25](C1C=CC=CC=1)([O-:27])=[O:26].[N+:34]([O-])([OH:36])=[O:35]>C(O)(=O)C>[N+:25]([C:22]1[CH:23]=[CH:24][C:19]([C:14]2[C:13]([C:8]3[C:7]([C:1]4[CH:2]=[CH:3][CH:4]=[CH:5][CH:6]=4)=[CH:12][CH:11]=[CH:10][CH:9]=3)=[CH:18][C:17]([N+:34]([O-:36])=[O:35])=[CH:16][CH:15]=2)=[CH:20][CH:21]=1)([O-:27])=[O:26]. Procedure: Quaterphenyl (2.00g) was stirred in a refluxing glacial acetic acid (225ml), nitrobenzene (225ml) mixture until dissolved. Fuming nitric acid (d 1.5, 15ml) in acetic acid (60ml) was added over ten minutes. The mixture was further refluxed for fifty minutes. Upon cooling the flask in ice, yellow crystals appeared. They were recrystallized from chlorobenzene (0.85g, 33%). Upon heating, the material became mobile at 307° C with previous softening but did not clear even at 340° C when slow charring ... Reactants: CCCC(=O)O, CN(C)c1ccncc1, CCOC(C)=O, [Cl-], C1COCCO1, COC(=O)NC(C(=O)NC(Cc1ccccc1)C(O)CN(CC1CCCCC1)NC(=O)C(NC(=O)OC)C(C)C)C(C)C, c1ccncc1. The product is CCCC(=O)OC(CN(CC1CCCCC1)NC(=O)C(NC(=O)OC)C(C)C)C(Cc1ccccc1)NC(=O)C(NC(=O)OC)C(C)C. RXN SMILES: [C:2]([CH2:3][CH2:4][CH3:5])(=[O:6])[OH:7].[CH3:51][N:52]([c:53]1[cH:54][cH:55][n:56][cH:57][cH:58]1)[CH3:59].[CH3:72][CH2:73][O:74][C:75](=[O:76])[CH3:77].[Cl-:1].[O:60]1[CH2:61][CH2:62][O:63][CH2:64][CH2:65]1.[OH:8][CH:9]([CH2:10][N:11]([NH:12][C:13]([CH:14]([NH:15][C:16](=[O:17])[O:18][CH3:19])[CH:20]([CH3:21])[CH3:22])=[O:23])[CH2:24][CH:25]1[CH2:26][CH2:27][CH2:28][CH2:29][CH2:30]1)[CH:31]([CH2:32][c:33]1[cH:34][cH:35][cH:36][cH:37][cH:38]1)[NH:39][C:40]([CH:41]([NH:42][C:43](=[O:44])[O:45][CH3:46])[CH:47]([CH3:48])[CH3:49])=[O:50].[cH:66]1[cH:67][cH:68][n:69][cH:70][cH:71]1>>[C:2]([CH2:3][CH2:4][CH3:5])(=[O:6])[O:7][CH:9]([CH2:10][N:11]([NH:12][C:13]([CH:14]([NH:15][C:16](=[O:17])[O:18][CH3:19])[CH:20]([CH3:21])[CH3:22])=[O:23])[CH2:24][CH:25]1[CH2:26][CH2:27][CH2:28][CH2:29][CH2:30]1)[CH:31]([CH2:32][c:33]1[cH:34][cH:35][cH:36][cH:37][cH:38]1)[NH:39][C:40]([CH:41]([NH:42][C:43](=[O:44])[O:45][CH3:46])[CH:47]([CH3:48])[CH3:49])=[O:50]. RXN SMILES: [Cl:43][CH2:44][Cl:45].[Na+:42].[O-:38][C:39]([OH:40])=[O:41].[OH:27][O:28][C:29]([c:30]1[cH:31][c:32]([Cl:33])[cH:34][cH:35][cH:36]1)=[O:37].[n:1]1([CH2:14][CH2:15][O:16][CH2:17][CH2:18][NH:19][C:20]([O:21][C:22]([CH3:23])([CH3:24])[CH3:25])=[O:26])[cH:2][n:3][c:4]2[cH:5][n:6][c:7]3[cH:8][cH:9][cH:10][cH:11][c:12]3[c:13]12>>[n:1]1([CH2:14][CH2:15][O:16][CH2:17][CH2:18][NH:19][C:20]([O:21][C:22]([CH3:23])([CH3:24])[CH3:25])=[O:26])[cH:2][n:3][c:4]2[cH:5][n+:6]([O-:27])[c:7]3[cH:8][cH:9][cH:10][cH:11][c:12]3[c:13]12. Product: CC(C)(C)OC(=O)NCCOCCn1cnc2c[n+]([O-])c3ccccc3c21. Starting materials: ClCCl, [Na+], O=C([O-])O, O=C(OO)c1cccc(Cl)c1, CC(C)(C)OC(=O)NCCOCCn1cnc2cnc3ccccc3c21. The reagents and catalysts are [Pd] (palladium on carbon). The solvent is O1CCCC1 (tetrahydrofuran), C(C)N(CC)CC (triethylamine), CO (methanol). Conditions: time 18 hour. Product: Cl.C1(=CC=CC=C1)NC(=O)CCCC1=CC=C(N)C=C1 (4-(3-((phenylamino)carbonyl)propyl)aniline hydrochloride). Reaction SMILES: [N+:1]([C:4]1[CH:9]=[CH:8][C:7]([CH2:10][CH2:11][CH2:12][C:13]([OH:15])=O)=[CH:6][CH:5]=1)([O-])=O.[NH2:16][C:17]1[CH:22]=[CH:21][CH:20]=[CH:19][CH:18]=1.S(Cl)([Cl:25])=O>O1CCCC1.C(N(CC)CC)C.CO.[Pd]>[ClH:25].[C:17]1([NH:16][C:13]([CH2:12][CH2:11][CH2:10][C:7]2[CH:6]=[CH:5][C:4]([NH2:1])=[CH:9][CH:8]=2)=[O:15])[CH:22]=[CH:21][CH:20]=[CH:19][CH:18]=1 |f:7.8|. Starting materials: acid chloride, NC1=CC=CC=C1 (aniline), [N+](=O)([O-])C1=CC=C(C=C1)CCCC(=O)O (4-(4-nitrophenyl)butyric acid), S(=O)(Cl)Cl (thionyl chloride). Procedure details: A stirred solution of 4-(4-nitrophenyl)butyric acid (5.0 g; 0.023 moles) in 20 ml of thionyl chloride was refluxed for 4 hours. The solvent was evaporated and the crude acid chloride, 2.5 g, was added dropwise to a stirred solution of aniline (2.0 g; 0.02 moles) in 30 ml of tetrahydrofuran and 10 ml of triethylamine and the reaction was then stirred 18 hours. The triethylamine hydrochloride was removed by filtration and 50 ml of ethyl acetate was added to the organic phase. The organic phase was... Starting materials: OC1=C(C=O)C=CC=C1C (2-hydroxy-3-methylbenzaldehyde), C([O-])([O-])=O.[K+].[K+] (potassium carbonate), O (water), C(C1=CC=CC=C1)Br (benzyl bromide). The solvent is CN(C=O)C (N,N-dimethylformamide). Conditions: time 26 hour. Product: C(C1=CC=CC=C1)OC1=C(C=O)C=CC=C1C (2-Benzyloxy-3-methylbenzaldehyde). Isolated yield 100.1%. Reaction SMILES: [OH:1][C:2]1[C:9]([CH3:10])=[CH:8][CH:7]=[CH:6][C:3]=1[CH:4]=[O:5].C(=O)([O-])[O-].[K+].[K+].[CH2:17](Br)[C:18]1[CH:23]=[CH:22][CH:21]=[CH:20][CH:19]=1.O>CN(C)C=O>[CH2:17]([O:1][C:2]1[C:9]([CH3:10])=[CH:8][CH:7]=[CH:6][C:3]=1[CH:4]=[O:5])[C:18]1[CH:23]=[CH:22][CH:21]=[CH:20][CH:19]=1 |f:1.2.3|. Procedure details: To a solution of 2-hydroxy-3-methylbenzaldehyde (3.0 g, 22.07 mmol) in N,N-dimethylformamide (50 mL), potassium carbonate (3.65 g, 26.4 mmol) was added and furthermore benzyl bromide (2.9 mL, 24.2 mmol) was added thereto. The mixture was stirred at room temperature for 26 hours, and then water was added thereto and the mixture was extracted with ethyl acetate. The organic layer was washed with a saturated sodium chloride aqueous solution and dried (anhydrous magnesium sulfate), and then the solv... Reactants: CCOCC, [Cl-], CN1CC(Nc2ccc(C#N)c(Cl)c2)CC1=O, [H-], Cc1ccccc1CI, [NH4+], [Na+], CN(C)C=O. Product: Cc1ccccc1CN(c1ccc(C#N)c(Cl)c1)C1CC(=O)N(C)C1. As a reaction SMILES: [CH3:36][CH2:37][O:38][CH2:39][CH3:40].[Cl-:29].[Cl:3][c:4]1[c:5]([C:6]#[N:7])[cH:8][cH:9][c:10]([NH:12][CH:13]2[CH2:14][N:15]([CH3:19])[C:16](=[O:18])[CH2:17]2)[cH:11]1.[H-:2].[I:20][CH2:21][c:22]1[c:23]([CH3:28])[cH:24][cH:25][cH:26][cH:27]1.[NH4+:30].[Na+:1].[O:31]=[CH:32][N:33]([CH3:34])[CH3:35]>>[Cl:3][c:4]1[c:5]([C:6]#[N:7])[cH:8][cH:9][c:10]([N:12]([CH:13]2[CH2:14][N:15]([CH3:19])[C:16](=[O:18])[CH2:17]2)[CH2:21][c:22]2[c:23]([CH3:28])[cH:24][cH:25][cH:26][cH:27]2)[cH:11]1. The reactants are C(C1=CC=CC=C1)N1CC(OCC1)CN1N=C(C2=CC(=CC=C12)OC(F)F)C=1N=C2C(=NC1)N(C=C2C(=O)NC(C)(C)C)COCC[Si](C)(C)C (2-(1-((4-benzylmorpholin-2-yl)methyl)-5-(difluoromethoxy)-1H-indazol-3-yl)-N-tert-butyl-5-((2-(trimethylsilyl)ethoxy)methyl)-5H-pyrrolo[2,3-b]pyrazine-7-carboxamide), [H][H] (hydrogen). Reagents/catalysts: [Pd] (palladium on carbon). The solvent is C(C)(=O)OCC (ethyl acetate), CO (methanol). Reaction conditions: time 15 hour. Product: C(C)(C)(C)NC(=O)C1=CN(C2=NC=C(N=C21)C2=NN(C1=CC=C(C=C21)OC(F)F)CC2CNCCO2)COCC[Si](C)(C)C (N-tert-butyl-2-(5-(difluoromethoxy)-1-(morpholin-2-ylmethyl)-1H-indazol-3-yl)-5-((2-(trimethylsilyl)ethoxy)methyl)-5H-pyrrolo[2,3-b]pyrazine-7-carboxamide). The yield is 87.7%. Reaction SMILES: C([N:8]1[CH2:13][CH2:12][O:11][CH:10]([CH2:14][N:15]2[C:23]3[C:18](=[CH:19][C:20]([O:24][CH:25]([F:27])[F:26])=[CH:21][CH:22]=3)[C:17]([C:28]3[N:29]=[C:30]4[C:36]([C:37]([NH:39][C:40]([CH3:43])([CH3:42])[CH3:41])=[O:38])=[CH:35][N:34]([CH2:44][O:45][CH2:46][CH2:47][Si:48]([CH3:51])([CH3:50])[CH3:49])[C:31]4=[N:32][CH:33]=3)=[N:16]2)[CH2:9]1)C1C=CC=CC=1.[H][H]>C(OCC)(=O)C.CO.[Pd]>[C:40]([NH:39][C:37]([C:36]1[C:30]2[C:31](=[N:32][CH:33]=[C:28]([C:17]3[C:18]4[C:23](=[CH:22][CH:21]=[C:20]([O:24][CH:25]([F:27])[F:26])[CH:19]=4)[N:15]([CH2:14][CH:10]4[O:11][CH2:12][CH2:13][NH:8][CH2:9]4)[N:16]=3)[N:29]=2)[N:34]([CH2:44][O:45][CH2:46][CH2:47][Si:48]([CH3:51])([CH3:50])[CH3:49])[CH:35]=1)=[O:38])([CH3:43])([CH3:42])[CH3:41]. Procedure details: To a stirred solution of 2-(1-((4-benzylmorpholin-2-yl)methyl)-5-(difluoromethoxy)-1H-indazol-3-yl)-N-tert-butyl-5-((2-(trimethylsilyl)ethoxy)methyl)-5H-pyrrolo[2,3-b]pyrazine-7-carboxamide (see Example 340, 130 mg, 181 μmol) in ethyl acetate (2 mL) and methanol (1 mL) was added palladium on carbon (19.2 mg) and the mixture hydrogenated using a balloon filled with hydrogen gas. After stirring at room temperature for 15 h, the mixture was transferred to a Parr hydrogenator and shaken under 40 psi...